This data is from the Open Reaction Database (ORD), a public repository of structured organic reaction records. The task is: describe an organic reaction: reactants, conditions, products, and yield The reactants are N1=CC=CC2=CC(=CC=C12)CN1N=NC=2C1=NC(=CN2)C(N)=NN (1-(Quinolin-6-ylmethyl)-1H-[1,2,3]triazolo[4,5-b]pyrazine-6-carbohydrazonamide), N1=CC=CC2=CC(=CC=C12)CN1N=NC=2C1=NC(=CN2)C#N (1-(quinolin-6-ylmethyl)-1H-[1,2,3]triazolo[4,5-b]pyrazine-6-carbonitrile), Cl.N(N)C(=O)N (hydrazinecarbox-amide hydrochloride). Product: N\C(=N\NC(=O)N)\C1=CN=C2C(=N1)N(N=N2)CC=2C=C1C=CC=NC1=CC2 ((E)-2-(Amino(1-(quinolin-6-ylmethyl)-1H-[1,2,3]triazolo[4,5-b]pyrazin-6-yl)methylene)hydrazinecarboxamide). RXN SMILES: [N:1]1[C:10]2[C:5](=[CH:6][C:7]([CH2:11][N:12]3[C:16]4=[N:17][C:18]([C:21](=[N:23][NH2:24])[NH2:22])=[CH:19][N:20]=[C:15]4[N:14]=[N:13]3)=[CH:8][CH:9]=2)[CH:4]=[CH:3][CH:2]=1.N1C2C(=CC(CN3C4=NC(C#N)=CN=C4N=N3)=CC=2)C=CC=1.Cl.[NH:48]([C:50](N)=[O:51])N>>[NH2:22]/[C:21](/[C:18]1[N:17]=[C:16]2[N:12]([CH2:11][C:7]3[CH:6]=[C:5]4[C:10](=[CH:9][CH:8]=3)[N:1]=[CH:2][CH:3]=[CH:4]4)[N:13]=[N:14][C:15]2=[N:20][CH:19]=1)=[N:23]/[NH:24][C:50]([NH2:48])=[O:51] |f:2.3|. Procedure: The title compound was prepared in analogy to the synthesis of compound 64.2 from 1-(quinolin-6-ylmethyl)-1H-[1,2,3]triazolo[4,5-b]pyrazine-6-carbonitrile and hydrazinecarbox-amide hydrochloride. 1H-NMR (400 MHz, DMSO-d6) δ ppm 9.80 (s, 1H), 8.88 (m, 1H), 8.34 (d, 1H), 8.05 (d, 1H), 8.00 (d, 1H), 7.86 (d, 1H), 7.52 (dd, 1H), 6.18 (s, 2H). LCMS (method B): [MH]+=363, tR=1.70 min. The reactants are NC1=C(C(=NS1)C(=O)N)C(=O)N (5-aminoisothiazole-3,4-dicarboxamide), O=P(Cl)(Cl)Cl (phosphorus oxytrichloride), CN(C=O)C (dimethylformamide), ice water. Run at time 0.5 hour. Yields the product CN(C=NC1=C(C(=NS1)C#N)C#N)C (N,N-dimethyl-N'-(3,4-dicyanoisothiazol-5-yl)-formamidine). Yield: 93.0%. RXN SMILES: O=P(Cl)(Cl)Cl.[NH2:6][C:7]1[S:11][N:10]=[C:9]([C:12]([NH2:14])=O)[C:8]=1[C:15]([NH2:17])=O.[CH3:18][N:19]([CH3:22])[CH:20]=O>>[CH3:18][N:19]([CH3:22])[CH:20]=[N:6][C:7]1[S:11][N:10]=[C:9]([C:12]#[N:14])[C:8]=1[C:15]#[N:17]. Reported procedure: 10.1 parts of phosphorus oxytrichloride are added dropwise to 30 parts of dimethylformamide at 0° C., and the mixture is then stirred for a further 0.5 hour at this temperature. 3.7 parts of 5-aminoisothiazole-3,4-dicarboxamide are then introduced, a little at a time, into this solution while cooling with ice. The mixture is stirred for a further 2 hours at room temperature, after which it is poured into 100 parts of ice water. The precipitate is filtered off under suction, washed with water and...